Dataset: the Open Reaction Database (ORD), a public repository of structured organic reaction records. Task: describe an organic reaction: reactants, conditions, products, and yield Reactants: O=C(Nc1cc(-c2ccccc2)nn1C(=O)c1ccccc1)c1ccccc1, [K+], [OH-]. Yields the product O=C(Nc1cc(-c2ccccc2)[nH]n1)c1ccccc1. Reaction SMILES: [C:1]([c:2]1[cH:3][cH:4][cH:5][cH:6][cH:7]1)(=[O:8])[NH:9][c:10]1[cH:11][c:12](-[c:23]2[cH:24][cH:25][cH:26][cH:27][cH:28]2)[n:13][n:14]1[C:15](=[O:16])[c:17]1[cH:18][cH:19][cH:20][cH:21][cH:22]1.[K+:30].[OH-:29]>>[C:1]([c:2]1[cH:3][cH:4][cH:5][cH:6][cH:7]1)(=[O:8])[NH:9][c:10]1[cH:11][c:12](-[c:23]2[cH:24][cH:25][cH:26][cH:27][cH:28]2)[nH:13][n:14]1.